This data is from the Open Reaction Database (ORD), a public repository of structured organic reaction records. The task is: describe an organic reaction: reactants, conditions, products, and yield Reactants: COS(=O)(=O)OC, CC(C)=O, [Na+], [Na+], O=C([O-])[O-], CSc1cccc2c1Sc1ccc(O)cc1N2. Yields the product COc1ccc2c(c1)Nc1cccc(SC)c1S2. Reaction SMILES: [CH3:18][O:19][S:20]([O:21][CH3:22])(=[O:23])=[O:24].[CH3:31][C:32](=[O:33])[CH3:34].[Na+:25].[Na+:26].[O-:27][C:28](=[O:29])[O-:30].[OH:1][c:2]1[cH:3][c:4]2[c:13]([cH:14][cH:15]1)[S:12][c:11]1[c:6]([cH:7][cH:8][cH:9][c:10]1[S:16][CH3:17])[NH:5]2>>[O:1]([c:2]1[cH:3][c:4]2[c:13]([cH:14][cH:15]1)[S:12][c:11]1[c:6]([cH:7][cH:8][cH:9][c:10]1[S:16][CH3:17])[NH:5]2)[CH3:18]. The reactants are C(C1=CC=CC=C1)OCCC1=CC2=C(OCO2)C=C1C (5-(2-benzyloxyethyl)-6-methyl-1,3-benzodioxole), C(C)(=O)O (acetic acid). Reagents/catalysts: [Pd] (palladium/carbon). The solvent is C(C)O (ethanol). Conditions: time 1 hour. Product: CC=1C(=CC2=C(OCO2)C1)CCO (2-(6-Methyl-1,3-benzodioxol-5-yl)ethanol). Yield: 79.0%. As a reaction SMILES: C([O:8][CH2:9][CH2:10][C:11]1[C:19]([CH3:20])=[CH:18][C:14]2[O:15][CH2:16][O:17][C:13]=2[CH:12]=1)C1C=CC=CC=1.C(O)(=O)C>C(O)C.[Pd]>[CH3:20][C:19]1[C:11]([CH2:10][CH2:9][OH:8])=[CH:12][C:13]2[O:17][CH2:16][O:15][C:14]=2[CH:18]=1. Procedure: 1.9 g of 5-(2-benzyloxyethyl)-6-methyl-1,3-benzodioxole was dissolved in 80 ml of ethanol. 0.2 g of 10% palladium/carbon (containing 50% water) and 4 ml of acetic acid were added thereto and the catalytic reduction was conducted under 3 atm/cm2 for 1 h. After removing palladium/carbon, ethanol was distilled off and the product was purified according to silica gel column chromatography (ethyl acetate/hexane=2:3) to obtain 1.0 g of the intended compound in the form of a faint yellow oil. Reactants: O\N=C\C=1N2C=CC=C2C(=CC1)C(=O)OC ((E)-methyl 5-((hydroxyimino)methyl)indolizine-8-carboxylate), ClC1=CC(=CC(=C1)C(=C)C(F)(F)F)Cl (1,3-dichloro-5-(3,3,3-trifluoroprop-1-en-2-yl)benzene). Solvent: C1CCOC1 (THF), C1CCOC1 (THF). Conditions: temperature 68 celsius. Yields the product ClC=1C=C(C=C(C1)Cl)C1(CC(=NO1)C=1N2C=CC=C2C(=CC1)C(=O)OC)C(F)(F)F (methyl 5-(5-(3,5-dichlorophenyl)-5-(trifluoromethyl)-4,5-dihydroisoxazol-3-yl)indolizine-8-carboxylate). Isolated yield 6.6%. Reaction SMILES: [OH:1]/[N:2]=[CH:3]/[C:4]1[N:5]2[C:9]([C:10]([C:13]([O:15][CH3:16])=[O:14])=[CH:11][CH:12]=1)=[CH:8][CH:7]=[CH:6]2.[Cl:17][C:18]1[CH:23]=[C:22]([C:24]([C:26]([F:29])([F:28])[F:27])=[CH2:25])[CH:21]=[C:20]([Cl:30])[CH:19]=1>C1COCC1>[Cl:17][C:18]1[CH:23]=[C:22]([C:24]2([C:26]([F:29])([F:27])[F:28])[O:1][N:2]=[C:3]([C:4]3[N:5]4[C:9]([C:10]([C:13]([O:15][CH3:16])=[O:14])=[CH:11][CH:12]=3)=[CH:8][CH:7]=[CH:6]4)[CH2:25]2)[CH:21]=[C:20]([Cl:30])[CH:19]=1. Reported procedure: A solution of crude (E)-methyl 5-((hydroxyimino)methyl)indolizine-8-carboxylate (1.0 mmol) in THF (10 mL) was added to a stirred solution of DIB (644 mg, 2.0 mmol) and 1,3-dichloro-5-(3,3,3-trifluoroprop-1-en-2-yl)benzene (480 mg, 2.0 mmol) in THF (15 mL) at rt. Then the mixture was heated at 68° C. for 2 h. The solvent was removed under reduced pressure and the crude product was purified by prep-TLC and Combiflash to give methyl 5-(5-(3,5-dichlorophenyl)-5-(trifluoromethyl)-4,5-dihydroisoxazol-... Reactants: FC1=CC(=C(C(=C1)C)I)[N+](=O)[O-] (4-fluoro-2-nitro-6methylphenyl iodide), [Cu]C#N (copper(I) cyanide). Run in CN(C=O)C (N,N-dimethylformamide), O (water), C(C)(=O)OCC (ethyl acetate). Yields the product FC1=CC(=C(C#N)C(=C1)C)[N+](=O)[O-] (4-fluoro-2-nitro-6-methylbenzonitrile). Yield: 104.5%. Reaction SMILES: [F:1][C:2]1[CH:7]=[C:6]([CH3:8])[C:5](I)=[C:4]([N+:10]([O-:12])=[O:11])[CH:3]=1.[Cu][C:14]#[N:15]>CN(C)C=O.O.C(OCC)(=O)C>[F:1][C:2]1[CH:7]=[C:6]([CH3:8])[C:5]([C:14]#[N:15])=[C:4]([N+:10]([O-:12])=[O:11])[CH:3]=1. Reported procedure: A stirred mixture of 19.0 grams (0.068 mole) of 4-fluoro-2-nitro-6methylphenyl iodide and 7.0 grams (0.078 mole) of copper(I) cyanide in 100 mL of N,N-dimethylformamide was heated at 150°-155° C. for 30 minutes. The reaction mixture was then diluted with 400 mL of water and 100 mL of ethyl acetate. The mixture was filtered, and the filtrate was placed in a separatory funnel. The organic layer was separated, and the aqueous layer was washed with 200 mL of ethyl acetate. The combined wash and orga...